From a dataset of the Open Reaction Database (ORD), a public repository of structured organic reaction records. describe an organic reaction: reactants, conditions, products, and yield Reactants: FC(C(=O)O)(F)F.C(N)(=N)C1=CC(=C(OC(=O)C2=CC=C(S2)CCC(=O)O)C=C1)F (3-[5-(4-Amidino-2-fluorophenoxycarbonyl)thiophen-2-yl]propanoic acid trifluoroacetic acid salt). Run in S(=O)(Cl)Cl (thionyl chloride). Reaction conditions: time 20 minute. The product is FC(C(=O)O)(F)F (trifluoroacetic acid), FC(C(=O)O)(F)F.C(N)(=N)C1=CC(=C(OC(=O)C2=CC=C(S2)CCC(=O)N(CC(=O)O)CC=C)C=C1)F (N-{3-[5-(4-amidino-2-fluorophenoxycarbonyl)thiophen-2-yl]propionyl}-N-allylglycine trifluoroacetic acid salt). The yield is 167.9%. Reaction SMILES: [F:1][C:2]([F:7])([F:6])[C:3]([OH:5])=[O:4].[C:8]([C:11]1[CH:29]=[CH:28][C:14]([O:15][C:16]([C:18]2[S:22][C:21]([CH2:23][CH2:24][C:25]([OH:27])=O)=[CH:20][CH:19]=2)=[O:17])=[C:13]([F:30])[CH:12]=1)(=[NH:10])[NH2:9]>S(Cl)(Cl)=O>[F:1][C:2]([F:7])([F:6])[C:3]([OH:5])=[O:4].[F:1][C:2]([F:7])([F:6])[C:3]([OH:5])=[O:4].[C:8]([C:11]1[CH:29]=[CH:28][C:14]([O:15][C:16]([C:18]2[S:22][C:21]([CH2:23][CH2:24][C:25]([N:9]([CH2:8][CH:11]=[CH2:12])[CH2:2][C:3]([OH:5])=[O:4])=[O:27])=[CH:20][CH:19]=2)=[O:17])=[C:13]([F:30])[CH:12]=1)(=[NH:10])[NH2:9] |f:0.1,4.5|. Procedure details: 3-[5-(4-Amidino-2-fluorophenoxycarbonyl)thiophen-2-yl]propanoic acid trifluoroacetic acid salt (38 mg, 0.084 mmol) was dissolved in thionyl chloride (500 μL), and the mixture was stirred at room temperature for 20 minutes. The reaction mixture was concentrated under reduced pressure, M-21 (18.8 mg, 0.11 mmol), dichloromethane (200 μL) and pyridine (300 μL) were added to the obtained residue, and the mixture was stirred for 90 minutes. The reaction mixture was concentrated under reduced pressure,... The reactants are FC(/C=C/C(=O)N1CCN(CC1)C1=NC=CC(=C1)C)(F)F ((E)-4,4,4-Trifluoro-1-[4-(4-methyl-2-pyridyl)piperazin-1-yl]but-2-en-1-one), COC=1C=CC(=CC1)P2(=S)SP(=S)(S2)C=3C=CC(=CC3)OC (Lawesson's reagent). Solvent: C1CCOC1 (THF). Run at temperature 110 celsius. Product: FC(/C=C/C(=S)N1CCN(CC1)C1=NC=CC(=C1)C)(F)F ((E)-4,4,4-Trifluoro-1-[4-(4-methyl-2-pyridyl)piperazin-1-yl]but-2-ene-1-thione). The yield is 20.0%. As a reaction SMILES: [F:1][C:2]([F:21])([F:20])/[CH:3]=[CH:4]/[C:5]([N:7]1[CH2:12][CH2:11][N:10]([C:13]2[CH:18]=[C:17]([CH3:19])[CH:16]=[CH:15][N:14]=2)[CH2:9][CH2:8]1)=O.COC1C=CC(P2(SP(C3C=CC(OC)=CC=3)(=S)S2)=[S:31])=CC=1>C1COCC1>[F:1][C:2]([F:21])([F:20])/[CH:3]=[CH:4]/[C:5]([N:7]1[CH2:12][CH2:11][N:10]([C:13]2[CH:18]=[C:17]([CH3:19])[CH:16]=[CH:15][N:14]=2)[CH2:9][CH2:8]1)=[S:31]. Procedure details: The residue of step A was dissolved in anhydrous THF (2 ml), Lawesson's reagent (40 mg, 0.2 mmol) was added and the mixture was stirred at 110° C. in closed vial under microwave heating. The mixture was concentrated under reduced pressure and the residue was purified by preparative HPLC (Waters X-Bridge, gradient of water containing 0.1% NH3 and acetonitrile) to yield 12 mg of a solid (0.039 mmol, yield 20% for two steps). Starting materials: C1(=CC=CC=C1)[Mg]Cl (PhMgCl), CC1N(C1)P(OC)(OC)=O (dimethyl (2methylaziridin-1-yl)phosphonate). The reagents and catalysts are Cl[Cu] (CuCl). The solvent is C1CCOC1 (THF), heptanes. Conditions: temperature 48 celsius, time 30 minute. Yields the product C1(=CC=CC=C1)CC(C)NP(OC)(OC)=O (dimethyl (1-phenylpropan-2-yl)phosphoramidate). The yield is 74.8%. Reaction SMILES: [CH3:1][CH:2]1[CH2:4][N:3]1[P:5](=[O:10])([O:8][CH3:9])[O:6][CH3:7].[C:11]1([Mg]Cl)[CH:16]=[CH:15][CH:14]=[CH:13][CH:12]=1>Cl[Cu].C1COCC1>[C:11]1([CH2:4][CH:2]([NH:3][P:5](=[O:10])([O:8][CH3:9])[O:6][CH3:7])[CH3:1])[CH:16]=[CH:15][CH:14]=[CH:13][CH:12]=1. Procedure: A 100 mL, 3-necked flask equipped with an overhead stirrer, reflux condenser and pressure equalizing addition funnel was charged with 2c (10.0 g, 60.5 mmol), THF (60 mL) and CuCl (70 mg, 1 mol %) and the stirrer was started. The mixture was heated to 48° C. and the pressure equalizing addition funnel was charged with PhMgCl (2M in THF, 13 mL). This solution was added slowly while maintaining an internal temperature of 48-51° C. The reaction was stirred at 48-51° C. for an additional 30 minutes u... Starting materials: NC1=C(C(=O)O)C=C(C(=C1)F)F (2-amino-4,5-difluorobenzoic acid), N1CCCCC1 (piperidine), N1=CN=CN=C1 (1,3,5-triazine). The solvent is C(C)O (ethanol). The product is FC=1C=C2C(NC=NC2=CC1F)=O (6,7-difluoro-4(3H)-quinazolone). Yield: 86.0%. RXN SMILES: [NH2:1][C:2]1[CH:10]=[C:9]([F:11])[C:8]([F:12])=[CH:7][C:3]=1[C:4](O)=[O:5].[NH:13]1CCCC[CH2:14]1.N1C=NC=NC=1>C(O)C>[F:12][C:8]1[CH:7]=[C:3]2[C:2](=[CH:10][C:9]=1[F:11])[N:1]=[CH:14][NH:13][C:4]2=[O:5]. Procedure: To a solution of 4.81 g (27.8 mmol) of commercially available 2-amino-4,5-difluorobenzoic acid in 20 ml of ethanol were added 1.92 ml (19.4 mmol) of piperidine and 2.25 g (27.8 mmol) of 1,3,5-triazine, followed by heating under reflux in an atmosphere of argon for 6.5 hours. After the reaction mixture was allowed to cool to room temperature, the solvent was evaporated. To the residue was added water, and the resulting mixture was neutralized with 4 N hydrochloric acid. The precipitated crystals ... Reactants: O (water), OC1=C(C=C(CO)C=C1)OC (4-hydroxy-3-methoxy-benzyl alcohol), [C-]#N.[Na+] (sodium cyanide), BrCCOC1=CC=C(C=C1)F (1-(2-bromo-ethoxy)-4-fluoro-benzene). The solvent is CN(C=O)C (dimethylformamide). Reaction conditions: time 3 hour. Yields the product FC1=CC=C(OCCOC2=C(C=C(C=C2)CC#N)OC)C=C1 ({4-[2-(4-Fluoro-phenoxy)-ethoxy]-3-methoxy-phenyl}-acetonitrile). Reaction SMILES: [OH:1][C:2]1[CH:9]=[CH:8][C:5]([CH2:6]O)=[CH:4][C:3]=1[O:10][CH3:11].[C-:12]#[N:13].[Na+].Br[CH2:16][CH2:17][O:18][C:19]1[CH:24]=[CH:23][C:22]([F:25])=[CH:21][CH:20]=1.O>CN(C)C=O>[F:25][C:22]1[CH:23]=[CH:24][C:19]([O:18][CH2:17][CH2:16][O:1][C:2]2[CH:9]=[CH:8][C:5]([CH2:6][C:12]#[N:13])=[CH:4][C:3]=2[O:10][CH3:11])=[CH:20][CH:21]=1 |f:1.2|. Procedure: A mixture of 4-hydroxy-3-methoxy-benzyl alcohol (14.7 g) and sodium cyanide (5 g) in dimethylformamide (200 ml) is stirred under an atmosphere of nitrogen for 3 hours at +120° C. The mixture is then cooled to +100° C. and 1-(2-bromo-ethoxy)-4-fluoro-benzene (25 g) is added in one portion. The mixture is stirred at +100° C. for another 4 hours. Upon cooling water (800 ml) is added. The mixture is extracted with ethyl acetate (2×500 ml). The organic phases are washed with brine (2×500 ml), dried (...